The task is: describe an organic reaction: reactants, conditions, products, and yield. This data is from the Open Reaction Database (ORD), a public repository of structured organic reaction records. Reactants: [Na+], [OH-], O=S(=O)(O)C(F)(F)F, OC(c1nccn1Cc1ccccc1)C1CCNCC1. Product: c1ccc2c(c1)Cn1ccnc1C2C1CCNCC1. RXN SMILES: [Na+:22].[OH-:21].[OH:23][S:24]([C:25]([F:26])([F:27])[F:28])(=[O:29])=[O:30].[c:1]1([CH2:7][n:8]2[c:9]([CH:13]([OH:14])[CH:15]3[CH2:16][CH2:17][NH:18][CH2:19][CH2:20]3)[n:10][cH:11][cH:12]2)[cH:2][cH:3][cH:4][cH:5][cH:6]1>>[c:1]12[c:2]([cH:3][cH:4][cH:5][cH:6]1)[CH:13]([CH:15]1[CH2:16][CH2:17][NH:18][CH2:19][CH2:20]1)[c:9]1[n:8]([cH:12][cH:11][n:10]1)[CH2:7]2. Yields the product CN(C)C1(c2ccccc2)CCC(NC(=O)CCCOc2ccccc2)CC1, Cl. Reactants: CN(C)C1(c2ccccc2)CCC(NC(=O)CCCOc2ccccc2)CC1, CCC(C)=O, CCOC(C)=O, C[Si](C)(C)Cl, Cl, O. As a reaction SMILES: [CH3:1][N:2]([C:3]1([c:22]2[cH:23][cH:24][cH:25][cH:26][cH:27]2)[CH2:4][CH2:5][CH:6]([NH:9][C:10]([CH2:11][CH2:12][CH2:13][O:14][c:15]2[cH:16][cH:17][cH:18][cH:19][cH:20]2)=[O:21])[CH2:7][CH2:8]1)[CH3:28].[CH3:36][C:37](=[O:38])[CH2:39][CH3:40].[CH3:41][CH2:42][O:43][C:44](=[O:45])[CH3:46].[Cl:31][Si:32]([CH3:33])([CH3:34])[CH3:35].[ClH:29].[OH2:30]>>[CH3:1][N:2]([C:3]1([c:22]2[cH:23][cH:24][cH:25][cH:26][cH:27]2)[CH2:4][CH2:5][CH:6]([NH:9][C:10]([CH2:11][CH2:12][CH2:13][O:14][c:15]2[cH:16][cH:17][cH:18][cH:19][cH:20]2)=[O:21])[CH2:7][CH2:8]1)[CH3:28].[ClH:31]. The product is CC(O)c1ccc(-c2ccc([N+](=O)[O-])cc2)o1. Reactants: [BH4-], CO, CC(=O)c1ccc(-c2ccc([N+](=O)[O-])cc2)o1, [Na+]. RXN SMILES: [BH4-:1].[CH3:20][OH:21].[N+:3](=[O:4])([O-:5])[c:6]1[cH:7][cH:8][c:9](-[c:12]2[cH:13][cH:14][c:15]([C:17](=[O:18])[CH3:19])[o:16]2)[cH:10][cH:11]1.[Na+:2]>>[N+:3](=[O:4])([O-:5])[c:6]1[cH:7][cH:8][c:9](-[c:12]2[cH:13][cH:14][c:15]([CH:17]([OH:18])[CH3:19])[o:16]2)[cH:10][cH:11]1. Product: NC1=CC=C(C=C1)C1=CC(=C(C(=C1)C(C)(C)C)O)C(C)(C)C (4-(4'-aminophenyl)-2,6-di(t-butyl)phenol). Starting materials: C(C)(C)(C)C1=C(C(=CC(=C1)C1=CC=C(C=C1)[N+](=O)[O-])C(C)(C)C)O (2,6-di(t-butyl)-4-(4'-nitrophenyl)phenol), [H][H] (hydrogen). RXN SMILES: [C:1]([C:5]1[CH:10]=[C:9]([C:11]2[CH:16]=[CH:15][C:14]([N+:17]([O-])=O)=[CH:13][CH:12]=2)[CH:8]=[C:7]([C:20]([CH3:23])([CH3:22])[CH3:21])[C:6]=1[OH:24])([CH3:4])([CH3:3])[CH3:2].[H][H]>[Pd].C(OCC)(=O)C>[NH2:17][C:14]1[CH:15]=[CH:16][C:11]([C:9]2[CH:10]=[C:5]([C:1]([CH3:2])([CH3:3])[CH3:4])[C:6]([OH:24])=[C:7]([C:20]([CH3:23])([CH3:22])[CH3:21])[CH:8]=2)=[CH:12][CH:13]=1. Reported procedure: A solution of 50 g. (0.152 mole) of 2,6-di(t-butyl)-4-(4'-nitrophenyl)phenol in 350 ml. of ethyl acetate is reduced with hydrogen gas at about 45 psig in a Paar apparatus using 10 percent palladium on charcoal as catalyst. The mixture is allowed to stand for about 16 hours, filtered, and the filtrate evaporated under vacuum. The residue is cooled, dissolved in ethanol and triturated with water. The resulting off-white solid is recrystallized from petroleum ether to provide 4-(4'-aminophenyl)-2,6... The solvent is C(C)(=O)OCC (ethyl acetate). The reagents and catalysts are [Pd] (palladium on charcoal). Reaction conditions: time 16 hour. Reactants: acyl chloride, COC1=CC=C(C=C1)SC(CC(=O)Cl)(C)C (3-(4-methoxy-phenylsulfanyl)-3-methyl-butyroyl chloride), Cl[Sn](Cl)(Cl)Cl (SnCl4). Solvent: C(Cl)Cl (CH2Cl2), C(Cl)Cl (CH2Cl2). Product: COC=1C=C2C(CC(SC2=CC1)(C)C)=O (6-Methoxy-2,2-dimethyl-thiochroman-4-one). Yield: 78.0%. Reaction SMILES: [CH3:1][O:2][C:3]1[CH:8]=[CH:7][C:6]([S:9][C:10]([CH3:16])([CH3:15])[CH2:11][C:12](Cl)=[O:13])=[CH:5][CH:4]=1.Cl[Sn](Cl)(Cl)Cl>C(Cl)Cl>[CH3:1][O:2][C:3]1[CH:8]=[C:7]2[C:6](=[CH:5][CH:4]=1)[S:9][C:10]([CH3:16])([CH3:15])[CH2:11][C:12]2=[O:13]. Reported procedure: To a solution of the acyl chloride (Compound 217, 21.5 g, 83.2 mmol) in 250 mL of CH2Cl2 at 0° C. was added dropwise a solution of SnCl4 (21.7 g, 83.2 mmol) in 30 mL of CH2Cl2. After 2 hours the reaction was quenched by slow addition of 150 mL H2O. The organic layer was washed with 1M aqueous HCl, 5% aqueous NaOH, H2O, and finally saturated aqueous NaCl before being dried over MgSO4. Concentration under reduced pressure and vacuum distillation of the residual oil (Bulb-to-bulb, 125-135° C., 5 mm... The reactants are N#Cc1ccc2[nH]cc(CCCCN3CCc4c(oc5ccccc45)C3)c2c1, CCOCCOCCO, [Na+], [OH-], O. Product: NC(=O)c1ccc2[nH]cc(CCCCN3CCc4c(oc5ccccc45)C3)c2c1. RXN SMILES: [C:1](#[N:2])[c:3]1[cH:4][c:5]2[c:6]([CH2:12][CH2:13][CH2:14][CH2:15][N:16]3[CH2:17][c:18]4[c:19]([c:22]5[c:23]([o:24]4)[cH:25][cH:26][cH:27][cH:28]5)[CH2:20][CH2:21]3)[cH:7][nH:8][c:9]2[cH:10][cH:11]1.[CH2:31]([O:33][CH2:32][CH2:34][O:35][CH2:36][CH2:37][OH:38])[CH3:39].[Na+:30].[OH-:29].[OH2:40]>>[C:1]([NH2:2])([c:3]1[cH:4][c:5]2[c:6]([CH2:12][CH2:13][CH2:14][CH2:15][N:16]3[CH2:17][c:18]4[c:19]([c:22]5[c:23]([o:24]4)[cH:25][cH:26][cH:27][cH:28]5)[CH2:20][CH2:21]3)[cH:7][nH:8][c:9]2[cH:10][cH:11]1)=[O:33]. Starting materials: [N+](=O)([O-])C1=C(C=CC=C1)N1C2=C(C=CC1=O)C(=C(S2)C(=O)OCC)C2=CC=CC=C2 (Ethyl 7-(2-nitrophenyl)-6-oxo-3-phenyl-6,7-dihydrothieno[2,3-b]pyridine-2-carboxylate). The reagents and catalysts are [Pd] (palladium on charcoal). Run in CCO (EtOH). Run at time 45 hour. Product: NC1=C(C=CC=C1)N1C2=C(C=CC1=O)C(=C(S2)C(=O)OCC)C2=CC=CC=C2 (Ethyl 7-(2-aminophenyl)-6-oxo-3-phenyl-6,7-dihydrothieno[2,3-b]pyridine-2-carboxylate). The yield is 60.9%. As a reaction SMILES: [N+:1]([C:4]1[CH:9]=[CH:8][CH:7]=[CH:6][C:5]=1[N:10]1[C:15](=[O:16])[CH:14]=[CH:13][C:12]2[C:17]([C:25]3[CH:30]=[CH:29][CH:28]=[CH:27][CH:26]=3)=[C:18]([C:20]([O:22][CH2:23][CH3:24])=[O:21])[S:19][C:11]1=2)([O-])=O>[Pd].CCO>[NH2:1][C:4]1[CH:9]=[CH:8][CH:7]=[CH:6][C:5]=1[N:10]1[C:15](=[O:16])[CH:14]=[CH:13][C:12]2[C:17]([C:25]3[CH:26]=[CH:27][CH:28]=[CH:29][CH:30]=3)=[C:18]([C:20]([O:22][CH2:23][CH3:24])=[O:21])[S:19][C:11]1=2. Reported procedure: A mixture of the compound of Example 120 (455 mg, 1.08 mmol) and palladium on charcoal (10% Pd wt/wt, 90 mg) in EtOH (20 mL) was stirred under an atmosphere of hydrogen (balloon) for 45 h. The catalyst was filtered off and the filtrate concentrated in vacuo. Purification by column chromatography on silica (3% to 5% THF in DCM) gave the title compound as a pale yellow solid (257 mg, 61%). δH (DMSO-d6) 7.59–7.52 (3H, m), 7.48–7.44 (3H, m), 7.33–7.28 (1H, m), 7.16 (1H, dd, J 1.5, 7.8 Hz), 6.98 (1H,...